Dataset: the Open Reaction Database (ORD), a public repository of structured organic reaction records. Task: describe an organic reaction: reactants, conditions, products, and yield Reactants: N1CCCCC1 (piperidine), FC(C(=O)O)(F)F (trifluoroacetic acid), CC(=O)C1=C(C=CC(=C1)Br)O (2-hydroxy-5-bromoacetophenone), CC(=O)C (acetone), FC(C(=O)O)(F)F (trifluoroacetic acid), CC(=O)C (Acetone), CC(=O)C1=C(C=CC(=C1)Br)O (2-hydroxy-5-bromoacetophenone). The solvent is C1=CC=CC=C1 (benzene), C1=CC=CC=C1 (benzene), CCOC(=O)C (EtOAc). Conditions: time 24 hour. Yields the product CC1(OC2=CC=C(C=C2C(C1)=O)Br)C (2,2-Dimethyl-6-bromo-chroman-4-one). Yield: 62.2%. Reaction SMILES: N1CC[CH2:4][CH2:3][CH2:2]1.FC(F)(F)C(O)=O.CC(C)=O.[CH3:18][C:19]([C:21]1[CH:26]=[C:25]([Br:27])[CH:24]=[CH:23][C:22]=1[OH:28])=[O:20]>C1C=CC=CC=1.CCOC(C)=O>[CH3:2][C:3]1([CH3:4])[CH2:18][C:19](=[O:20])[C:21]2[C:22](=[CH:23][CH:24]=[C:25]([Br:27])[CH:26]=2)[O:28]1. Reported procedure: To a solution of piperidine (2,83 g, 33.25 mmol) in 45 mL benzene was added trifluoroacetic acid (344.6 mg, 3.02 mmol) as a solution in 4.0 mL of benzene. Acetone (8.78 g, 151.3 mmol) was added followed by 2-hydroxy-5-bromoacetophenone (Compound 259, 6.50 g, 30.23 mmol). The resulting solution was heated to reflux in a flask fitted with a Dean-Stark trap. After 24 hours, an additional 2.5 equivalents of acetone and 0.1 equivalents of trifluoroacetic acid were added. After a total of 43 hours the... Product: ClC=1C=CC=2N(N1)C(=C(N2)C2=CC=CC=C2)C2=CC=NC=C2 (6-Chloro-2-phenyl-3-pyrid-4-ylimidazo[1,2-b]pyridazine). Reaction SMILES: Br[CH:2]([C:11]1[CH:16]=[CH:15][N:14]=[CH:13][CH:12]=1)[C:3]([C:5]1[CH:10]=[CH:9][CH:8]=[CH:7][CH:6]=1)=O.[Cl:17][C:18]1[N:23]=[N:22][C:21]([NH2:24])=[CH:20][CH:19]=1>C(O)C>[Cl:17][C:18]1[CH:19]=[CH:20][C:21]2[N:22]([C:2]([C:11]3[CH:16]=[CH:15][N:14]=[CH:13][CH:12]=3)=[C:3]([C:5]3[CH:10]=[CH:9][CH:8]=[CH:7][CH:6]=3)[N:24]=2)[N:23]=1. Procedure details: A mixture of 13 g (36.5 mmol) of 2-bromo-1-phenyl-2-pyrid-4-ylethanone (CAS No.: 741633-76-1) and 18.9 g (146 mmol) of 6-chloropyridazin-3-ylamine in 200 mL of ethanol is maintained at 90° C. for 5 hours 30 minutes. After cooling, the solvent is evaporated off under reduced pressure, the medium is taken up in 50 mL of water and the product is extracted with ethyl acetate. The organic phases are dried over magnesium sulfate and then concentrated under reduced pressure. Starting materials: BrC(C(=O)C1=CC=CC=C1)C1=CC=NC=C1 (2-bromo-1-phenyl-2-pyrid-4-ylethanone), ClC1=CC=C(N=N1)N (6-chloropyridazin-3-ylamine). Run in C(C)O (ethanol). Reactants: CC(=O)OC(C)=O, CN(C)c1ccncc1, c1ccncc1, CC(C)[Si](OCC1OC(n2ccc3cnccc32)CC1O)(C(C)C)C(C)C. Yields the product CC(=O)OC1CC(n2ccc3cnccc32)OC1CO[Si](C(C)C)(C(C)C)C(C)C. RXN SMILES: [CH3:28][C:29](=[O:30])[O:31][C:32](=[O:33])[CH3:34].[CH3:35][N:36]([c:37]1[cH:38][cH:39][n:40][cH:41][cH:42]1)[CH3:43].[cH:44]1[cH:45][cH:46][n:47][cH:48][cH:49]1.[n:1]1([CH:10]2[CH2:11][CH:12]([OH:27])[CH:13]([CH2:15][O:16][Si:17]([CH:18]([CH3:19])[CH3:20])([CH:21]([CH3:22])[CH3:23])[CH:24]([CH3:25])[CH3:26])[O:14]2)[cH:2][cH:3][c:4]2[cH:5][n:6][cH:7][cH:8][c:9]12>>[n:1]1([CH:10]2[CH2:11][CH:12]([O:27][C:29]([CH3:28])=[O:30])[CH:13]([CH2:15][O:16][Si:17]([CH:18]([CH3:19])[CH3:20])([CH:21]([CH3:22])[CH3:23])[CH:24]([CH3:25])[CH3:26])[O:14]2)[cH:2][cH:3][c:4]2[cH:5][n:6][cH:7][cH:8][c:9]12. Starting materials: C1(O)=CC=C(O)C=C1 (Hydroquinone), ClCCl (dichloromethane), C(C)C(C(=O)[O-])CCCC.[K+] (potassium 2-ethylhexanoate), S(O)(O)(=O)=O (sulfuric acid). The solvent is C(C)(=O)OCC (ethyl acetate), C(C)(=O)OCC (ethyl acetate). Run at temperature 12.5 celsius, time 12.5 minute. Yields the product [K+].OC1=C(C=C(C=C1)O)S(=O)(=O)[O-] (2,5-dihydroxybenzenesulfonic acid potassium salt). Isolated yield 77.9%. RXN SMILES: [C:1]1([CH:8]=[CH:7][C:5]([OH:6])=[CH:4][CH:3]=1)[OH:2].ClCCl.[S:12](=O)(=[O:15])([OH:14])[OH:13].C(C(CCCC)C([O-])=O)C.[K+:27]>C(OCC)(=O)C>[K+:27].[OH:2][C:1]1[CH:8]=[CH:7][C:5]([OH:6])=[CH:4][C:3]=1[S:12]([O-:15])(=[O:14])=[O:13] |f:3.4,6.7|. Reported procedure: Hydroquinone (10 g, 0.09 mol) and dichloromethane (30 mL), was taken in a round bottom flask, after cooling the flask to about 10-15° C., sulfuric acid (36 N, 8.9 g) was added dropwise at the same temperature and stirring continued further for about 10-15 min. Temperature was slowly raised to 30-40° C. then stirred for 1-2 h. The reaction mass was then cooled to 25-35° C. and ethyl acetate (100 mL) added to dissolve the solid formed. A solution of potassium 2-ethylhexanoate (18.2 g, 0.099 mol) i... Reactants: C(C)OC(COC1=C(C=C(C(=C1)F)C)C(NCC1=C(C=C(C=C1)Br)F)=O)=O ([2-(4-bromo-2-fluoro-benzylcarbamoyl)-5-fluoro-4-methyl-phenoxy]-acetic acid ethyl ester), [OH-].[Na+] (NaOH). The solvent is C(C)O (ethanol). Product: BrC1=CC(=C(CNC(=O)C2=C(OCC(=O)O)C=C(C(=C2)C)F)C=C1)F ([2-(4-bromo-2-fluoro-benzylcarbamoyl)-5-fluoro-4-methyl-phenoxy]-acetic acid). Yield: 98.4%. As a reaction SMILES: C([O:3][C:4](=[O:27])[CH2:5][O:6][C:7]1[CH:12]=[C:11]([F:13])[C:10]([CH3:14])=[CH:9][C:8]=1[C:15](=[O:26])[NH:16][CH2:17][C:18]1[CH:23]=[CH:22][C:21]([Br:24])=[CH:20][C:19]=1[F:25])C.[OH-].[Na+]>C(O)C>[Br:24][C:21]1[CH:22]=[CH:23][C:18]([CH2:17][NH:16][C:15]([C:8]2[CH:9]=[C:10]([CH3:14])[C:11]([F:13])=[CH:12][C:7]=2[O:6][CH2:5][C:4]([OH:27])=[O:3])=[O:26])=[C:19]([F:25])[CH:20]=1 |f:1.2|. Reported procedure: A stirring solution of [2-(4-bromo-2-fluoro-benzylcarbamoyl)-5-fluoro-4-methyl-phenoxy]-acetic acid ethyl ester (0.72 g, 1.62 mmol) in ethanol (8.1 mL, 0.2 M) was placed in an ice bath and treated with aq NaOH (1.25 M, 7.8 mL, 9.73 mmol). The mixture was gradually allowed to warm to room temperature and after two hours the mixture was concentrated under reduced pressure, diluted with ethyl acetate, and treated with 2 N HCl (10 mL). The separated organic layer was washed with saturated aq NaCl. T... Reactants: CO, O=C1CN=C(c2ccccc2F)c2cc(Cl)ccc2N1CC1CO1, [Na+], [OH-], O=S(=O)(O)O. Yields the product O=C1CN=C(c2ccccc2F)c2cc(Cl)ccc2N1CC(O)CO. Reaction SMILES: [CH3:32][OH:33].[Cl:1][c:2]1[cH:3][cH:4][c:5]2[c:6]([cH:24]1)[C:7]([c:17]1[c:18]([F:23])[cH:19][cH:20][cH:21][cH:22]1)=[N:8][CH2:9][C:10](=[O:16])[N:11]2[CH2:12][CH:13]1[CH2:14][O:15]1.[Na+:31].[OH-:30].[S:25]([OH:26])(=[O:27])(=[O:28])[OH:29]>>[Cl:1][c:2]1[cH:3][cH:4][c:5]2[c:6]([cH:24]1)[C:7]([c:17]1[c:18]([F:23])[cH:19][cH:20][cH:21][cH:22]1)=[N:8][CH2:9][C:10](=[O:16])[N:11]2[CH2:12][CH:13]([CH2:14][OH:15])[OH:26]. Starting materials: C(=O)(O)C1=CC=C(C=C1)C=1OC[C@@H](N1)C(C)C ((S)-2-(4-Carboxyphenyl)-4-isopropyl-2-oxazoline), C([C@@H](O)C)(=O)OC (methyl (S)-lactate), C1(CCCCC1)N=C=NC1CCCCC1 (N,N'-dicyclohexylcarbodiimide). The reagents and catalysts are CN(C1=CC=NC=C1)C (4-(dimethylamino)pyridine). Run in ClCCl (dichloromethane). The product is COC(=O)[C@H](C)OC(=O)C1=CC=C(C=C1)C=1OC[C@@H](N1)C(C)C ((S)-2-[4-([(S)-1-(methoxycarbonyl)-1-ethoxy]carbonyl)phenyl]-4-isopropyl-2-oxazoline). Reaction SMILES: [C:1]([C:4]1[CH:9]=[CH:8][C:7]([C:10]2[O:11][CH2:12][C@H:13]([CH:15]([CH3:17])[CH3:16])[N:14]=2)=[CH:6][CH:5]=1)([OH:3])=[O:2].[C:18]([O:23][CH3:24])(=[O:22])[C@H:19]([CH3:21])O.C1(N=C=NC2CCCCC2)CCCCC1>CN(C)C1C=CN=CC=1.ClCCl>[CH3:24][O:23][C:18]([C@@H:19]([O:2][C:1]([C:4]1[CH:9]=[CH:8][C:7]([C:10]2[O:11][CH2:12][C@H:13]([CH:15]([CH3:17])[CH3:16])[N:14]=2)=[CH:6][CH:5]=1)=[O:3])[CH3:21])=[O:22]. Reported procedure: (S)-2-(4-Carboxyphenyl)-4-isopropyl-2-oxazoline (2.0 g), 0.5 g of methyl (S)-lactate and 0.1 g of 4-(dimethylamino)pyridine are dissolved in 50 ml of dichloromethane and the solution is treated portionwise with 1.4 g of N,N'-dicyclohexylcarbodiimide within 10 minutes while stirring. The mixture is stirred at room temperature overnight and then filtered. The filtrate is diluted with dichloromethane, washed twice with 50 ml of saturated sodium carbonate solution each time and then with water, drie... Starting materials: [N-]=[N+]=NCCOc1cc(F)cc2c1OCCC2, C1CCOC1, O, c1ccc(P(c2ccccc2)c2ccccc2)cc1. The product is NCCOc1cc(F)cc2c1OCCC2. As a reaction SMILES: [F:1][c:2]1[cH:3][c:4]2[c:9]([c:10]([O:12][CH2:13][CH2:14][N:15]=[N+:16]=[N-:17])[cH:11]1)[O:8][CH2:7][CH2:6][CH2:5]2.[O:37]1[CH2:38][CH2:39][CH2:40][CH2:41]1.[OH2:42].[c:18]1([P:19]([c:20]2[cH:21][cH:22][cH:23][cH:24][cH:25]2)[c:26]2[cH:27][cH:28][cH:29][cH:30][cH:31]2)[cH:32][cH:33][cH:34][cH:35][cH:36]1>>[F:1][c:2]1[cH:3][c:4]2[c:9]([c:10]([O:12][CH2:13][CH2:14][NH2:15])[cH:11]1)[O:8][CH2:7][CH2:6][CH2:5]2. Starting materials: O (Water), BrC=1C=CC(=C(C1)C(O)C=1C(=NC(=CC1)F)F)OC ((5-Bromo-2-methoxyphenyl)(2,6-difluoropyridin-3-yl)methanol), N1C=NC=C1 (imidazole), C(C)(C)(C)[Si](C)(C)Cl (t-Butyl(chloro)dimethylsilane). The solvent is C(C)OCC (diethyl ether), CN(C)C=O (DMF). Run at temperature 70 celsius. Product: BrC=1C=CC(=C(C1)C(C=1C(=NC(=CC1)F)F)O[Si](C)(C)C(C)(C)C)OC (3-((5-bromo-2-methoxyphenyl)(tert-butyldimethylsilyloxy)methyl)-2,6-difluoropyridine). As a reaction SMILES: [Br:1][C:2]1[CH:3]=[CH:4][C:5]([O:18][CH3:19])=[C:6]([CH:8]([C:10]2[C:11]([F:17])=[N:12][C:13]([F:16])=[CH:14][CH:15]=2)[OH:9])[CH:7]=1.N1C=CN=C1.[C:25]([Si:29](Cl)([CH3:31])[CH3:30])([CH3:28])([CH3:27])[CH3:26].O>CN(C=O)C.C(OCC)C>[Br:1][C:2]1[CH:3]=[CH:4][C:5]([O:18][CH3:19])=[C:6]([CH:8]([O:9][Si:29]([C:25]([CH3:28])([CH3:27])[CH3:26])([CH3:31])[CH3:30])[C:10]2[C:11]([F:17])=[N:12][C:13]([F:16])=[CH:14][CH:15]=2)[CH:7]=1. Reported procedure: (5-Bromo-2-methoxyphenyl)(2,6-difluoropyridin-3-yl)methanol (13.77 g, 41.7 mmol) and imidazole (3.41 g, 50.1 mmol) were dissolved in dry DMF (20 mL) under nitrogen. t-Butyl(chloro)dimethylsilane (6.92 g, 45.9 mmol) was added and the solution heated to 70° C. After 1 hour the mixture was cooled to RT. Water (200 mL) and diethyl ether (200 mL) were added and the phases mixed and separated. The organic was washed with water (200 mL) one more time then dried with magnesium sulfate and evaporated to ... Reactants: C(C)[Mg]Cl (ethyl magnesium chloride), C(C)(C)(C)OC(NC=1SC=C(N1)C(N(C)OC)=O)=O ([4-(methoxy-methyl-carbamoyl)-thiazol-2-yl]-carbamic acid tert-butyl ester). Run in O1CCCC1 (tetrahydrofuran). Conditions: temperature -70 celsius, time 1 hour. Product: C(C)(C)(C)OC(NC=1SC=C(N1)C(CC)=O)=O ((4-propionyl-thiazol-2-yl)-carbamic acid tert-butyl ester). Yield: 54.9%. RXN SMILES: [CH2:1]([Mg]Cl)[CH3:2].[C:5]([O:9][C:10](=[O:23])[NH:11][C:12]1[S:13][CH:14]=[C:15]([C:17](=[O:22])N(OC)C)[N:16]=1)([CH3:8])([CH3:7])[CH3:6]>O1CCCC1>[C:5]([O:9][C:10](=[O:23])[NH:11][C:12]1[S:13][CH:14]=[C:15]([C:17](=[O:22])[CH2:1][CH3:2])[N:16]=1)([CH3:8])([CH3:6])[CH3:7]. Procedure: A solution of ethyl magnesium chloride (126 mL, 0.252 mol, 2 M in tetrahydrofuran) was stirred and cooled to −70° C. on a dry ice/acetone bath. A solution of [4-(methoxy-methyl-carbamoyl)-thiazol-2-yl]-carbamic acid tert-butyl ester (14.5 g, 0.0504 mol) in tetrahydrofuran (200 mL) was added dropwise over approximately 5 minutes. The mixture was stirred for 1 hour. The cooling bath was removed and stirring continued for an additional 2 hours. The mixture was poured into a mixture of ice and satur...